From a dataset of the Open Reaction Database (ORD), a public repository of structured organic reaction records. describe an organic reaction: reactants, conditions, products, and yield The reactants are CCOC(=O)CN=C(c1ccccc1)c1ccccc1, CS(C)=O, Cc1cc(Cl)nc(-n2ccnc2)n1, [H-], [Na+], O. Yields the product CCOC(=O)C(N=C(c1ccccc1)c1ccccc1)c1cc(C)nc(-n2ccnc2)n1. Reaction SMILES: [CH2:1]([CH3:2])[O:3][C:4]([CH2:5][N:6]=[C:7]([c:8]1[cH:9][cH:10][cH:11][cH:12][cH:13]1)[c:14]1[cH:15][cH:16][cH:17][cH:18][cH:19]1)=[O:20].[CH3:37][S:38]([CH3:39])=[O:40].[Cl:23][c:24]1[n:25][c:26](-[n:31]2[cH:32][n:33][cH:34][cH:35]2)[n:27][c:28]([CH3:30])[cH:29]1.[H-:22].[Na+:21].[OH2:36]>>[CH2:1]([CH3:2])[O:3][C:4]([CH:5]([N:6]=[C:7]([c:8]1[cH:9][cH:10][cH:11][cH:12][cH:13]1)[c:14]1[cH:15][cH:16][cH:17][cH:18][cH:19]1)[c:24]1[n:25][c:26](-[n:31]2[cH:32][n:33][cH:34][cH:35]2)[n:27][c:28]([CH3:30])[cH:29]1)=[O:20]. The reactants are [BH4-].[Li+] (lithium borohydride), COC(=O)C1(CCN(CC1)C(=O)OC(C)(C)C)CCO[Si](C)(C)C(C)(C)C (tert-butyl 4-methoxycarbonyl-4-(2-(tert-butyldimethylsilyloxy)eth-1-yl)piperidine-1-carboxylate), [BH4-].[Li+] (lithium borohydride). The solvent is C1CCOC1 (THF), C1CCOC1 (THF), C1CCOC1 (THF). Run at time 2 day. Product: OCC1(CCN(CC1)C(=O)OC(C)(C)C)CCO[Si](C)(C)C(C)(C)C (tert-Butyl 4-hydroxymethyl-4-(2-(tert-butyldimethylsilyloxy)eth-1-yl)piperidine-1-carboxylate). Reaction SMILES: C[O:2][C:3]([C:5]1([CH2:18][CH2:19][O:20][Si:21]([C:24]([CH3:27])([CH3:26])[CH3:25])([CH3:23])[CH3:22])[CH2:10][CH2:9][N:8]([C:11]([O:13][C:14]([CH3:17])([CH3:16])[CH3:15])=[O:12])[CH2:7][CH2:6]1)=O.[BH4-].[Li+]>C1COCC1>[OH:2][CH2:3][C:5]1([CH2:18][CH2:19][O:20][Si:21]([C:24]([CH3:27])([CH3:26])[CH3:25])([CH3:23])[CH3:22])[CH2:6][CH2:7][N:8]([C:11]([O:13][C:14]([CH3:16])([CH3:17])[CH3:15])=[O:12])[CH2:9][CH2:10]1 |f:1.2|. Reported procedure: The crude tert-butyl 4-methoxycarbonyl-4-(2-(tert-butyldimethylsilyloxy)eth-1-yl)piperidine-1-carboxylate (assumed 44 mmol) from Step A was taken up in THF (200 mL) and 2M lithium borohydride in THF (29 mL, 58 mmol) was added via syringe at room temperature. The reaction was stirred for 2 days at room temperature and then at 50° C. for 20 h after addition of more 2M lithium borohydride in THF (2.9 mL, 5.8 mmol). The mixture was then quenched with acetic acid, diluted with ether and aq. sodium bi... The reactants are N(=NC(=O)OC(C)C)C(=O)OC(C)C (diisopropyl azodicarboxylate), CC1=C(C=C(O1)CO)C1=CC(=CC=C1)C(F)(F)F ({5-methyl-4-[3-(trifluoromethyl)phenyl]furan-2-yl}methanol), N1N=CC(=C1)C(=O)OCC (ethyl 1H-pyrazole-4-carboxylate), C1(=CC=CC=C1)P(C1=CC=CC=C1)C1=CC=CC=C1 (triphenylphosphine), [Cl-].[NH4+] (ammonium chloride). Run in O1CCCC1 (tetrahydrofuran). Reaction conditions: time 1 hour. The product is CC1=C(C=C(O1)CN1N=CC(=C1)C(=O)OCC)C1=CC(=CC=C1)C(F)(F)F (ethyl 1-({5-methyl-4-[3-(trifluoromethyl)phenyl]furan-2-yl}methyl)-1H-pyrazole-4-carboxylate). The yield is 33.9%. Reaction SMILES: [CH3:1][C:2]1[O:6][C:5]([CH2:7]O)=[CH:4][C:3]=1[C:9]1[CH:14]=[CH:13][CH:12]=[C:11]([C:15]([F:18])([F:17])[F:16])[CH:10]=1.[NH:19]1[CH:23]=[C:22]([C:24]([O:26][CH2:27][CH3:28])=[O:25])[CH:21]=[N:20]1.C1(P(C2C=CC=CC=2)C2C=CC=CC=2)C=CC=CC=1.N(C(OC(C)C)=O)=NC(OC(C)C)=O.[Cl-].[NH4+]>O1CCCC1>[CH3:1][C:2]1[O:6][C:5]([CH2:7][N:19]2[CH:23]=[C:22]([C:24]([O:26][CH2:27][CH3:28])=[O:25])[CH:21]=[N:20]2)=[CH:4][C:3]=1[C:9]1[CH:14]=[CH:13][CH:12]=[C:11]([C:15]([F:16])([F:17])[F:18])[CH:10]=1 |f:4.5|. Procedure: A solution of the compound (0.40 g) obtained in Example 128d, ethyl 1H-pyrazole-4-carboxylate (0.26 g) and triphenylphosphine (0.49 g) in tetrahydrofuran (5 mL) was cooled in an ice bath, diisopropyl azodicarboxylate (0.36 mL) was added, and the mixture was stirred at the same temperature for 1 hr. Saturated aqueous ammonium chloride solution was added to the reaction mixture, and the mixture was extracted with ethyl acetate. The obtained organic layer was washed with saturated brine, and dried ... Reaction conditions: time 10 minute. RXN SMILES: [H-].[Na+].Cl[CH2:4][CH2:5][S:6](Cl)(=[O:8])=[O:7].[F:10][C:11]([F:31])([C:25]1[CH:30]=[CH:29][CH:28]=[CH:27][CH:26]=1)[C:12]1[CH:17]=[CH:16][C:15]([C:18]2[C:19]([NH2:24])=[N:20][CH:21]=[CH:22][CH:23]=2)=[CH:14][CH:13]=1>C1COCC1>[F:31][C:11]([F:10])([C:25]1[CH:26]=[CH:27][CH:28]=[CH:29][CH:30]=1)[C:12]1[CH:13]=[CH:14][C:15]([C:18]2[C:19]3=[N:24][S:6](=[O:8])(=[O:7])[CH2:5][CH2:4][N:20]3[CH:21]=[CH:22][CH:23]=2)=[CH:16][CH:17]=1 |f:0.1|. Procedure: To a suspension of NaH (60%, 196 mg) in THF (dry) (20 mL) was added 2-chloroethanesulfonyl chloride (0.310 mL) at 0° C. and the mixture was stirred for 10 min at the same temperature. A solution of 3-(4-(difluoro(phenyl)methyl)phenyl)pyridin-2-amine (291 mg) in THF (dry) (10 mL) was added at 0° C. and the mixture was stirred at room temperature under a dry atmosphere with anhydrous calcium chloride tube for 2 hr. The mixture was quenched with water/THF then water at 0° C. and extracted with EtOA... Run in C1CCOC1 (THF), C1CCOC1 (THF). Yields the product FC(C1=CC=C(C=C1)C1=CC=CN2C1=NS(CC2)(=O)=O)(C2=CC=CC=C2)F (9-{4-[difluoro(phenyl)methyl]phenyl}-3,4-dihydropyrido[2,1-c][1,2,4]thiadiazine 2,2-dioxide). Reactants: ClCCS(=O)(=O)Cl (2-chloroethanesulfonyl chloride), [H-].[Na+] (NaH), FC(C1=CC=C(C=C1)C=1C(=NC=CC1)N)(C1=CC=CC=C1)F (3-(4-(difluoro(phenyl)methyl)phenyl)pyridin-2-amine). The reactants are F[B-](F)(F)F, CN(C)C=O, CCN(C(C)C)C(C)C, O=C(O)CC1Cc2cc(Cl)c3[nH]nc(Cl)c3c2CN(CCN2CCCCC2)C1=O, O=C1Nc2ccccc2CCN1C1CCNCC1, CN(C)C(On1nnc2ccccc21)=[N+](C)C. The product is O=C(CC1Cc2cc(Cl)c3[nH]nc(Cl)c3c2CN(CCN2CCCCC2)C1=O)N1CCC(N2CCc3ccccc3NC2=O)CC1. As a reaction SMILES: [B-:39]([F:40])([F:41])([F:42])[F:43].[CH3:79][N:80]([CH3:81])[CH:82]=[O:83].[CH:30]([N:31]([CH2:32][CH3:33])[CH:34]([CH3:35])[CH3:36])([CH3:37])[CH3:38].[Cl:1][c:2]1[n:3][nH:4][c:5]2[c:6]([Cl:29])[cH:7][c:8]3[c:9]([c:10]12)[CH2:11][N:12]([CH2:21][CH2:22][N:23]1[CH2:24][CH2:25][CH2:26][CH2:27][CH2:28]1)[C:13](=[O:20])[CH:14]([CH2:16][C:17](=[O:18])[OH:19])[CH2:15]3.[NH:61]1[CH2:62][CH2:63][CH:64]([N:67]2[C:68](=[O:78])[NH:69][c:70]3[c:71]([cH:74][cH:75][cH:76][cH:77]3)[CH2:72][CH2:73]2)[CH2:65][CH2:66]1.[n:44]1([O:45][C:46]([N:47]([CH3:48])[CH3:49])=[N+:50]([CH3:51])[CH3:52])[c:53]2[cH:54][cH:55][cH:56][cH:57][c:58]2[n:59][n:60]1>>[Cl:1][c:2]1[n:3][nH:4][c:5]2[c:6]([Cl:29])[cH:7][c:8]3[c:9]([c:10]12)[CH2:11][N:12]([CH2:21][CH2:22][N:23]1[CH2:24][CH2:25][CH2:26][CH2:27][CH2:28]1)[C:13](=[O:20])[CH:14]([CH2:16][C:17](=[O:19])[N:61]1[CH2:62][CH2:63][CH:64]([N:67]2[C:68](=[O:78])[NH:69][c:70]4[c:71]([cH:74][cH:75][cH:76][cH:77]4)[CH2:72][CH2:73]2)[CH2:65][CH2:66]1)[CH2:15]3. Starting materials: COC(=O)C(=O)c1ccc(OCC(=O)NC2CCCCCCC2)cc1, CO, [Na+], [OH-]. The product is O=C(COc1ccc(C(=O)C(=O)O)cc1)NC1CCCCCCC1. RXN SMILES: [CH3:1][O:2][C:3]([C:4]([c:5]1[cH:6][cH:7][c:8]([O:11][CH2:12][C:13](=[O:14])[NH:15][CH:16]2[CH2:17][CH2:18][CH2:19][CH2:20][CH2:21][CH2:22][CH2:23]2)[cH:9][cH:10]1)=[O:24])=[O:25].[CH3:28][OH:29].[Na+:27].[OH-:26]>>[O:2]=[C:3]([C:4]([c:5]1[cH:6][cH:7][c:8]([O:11][CH2:12][C:13](=[O:14])[NH:15][CH:16]2[CH2:17][CH2:18][CH2:19][CH2:20][CH2:21][CH2:22][CH2:23]2)[cH:9][cH:10]1)=[O:24])[OH:25]. Reactants: CN(CCN)C (N,N-dimethylethylenediamine), C1(=CC=C(C=C1)COC1=NC=C(C(=O)O)C=C1)C1=CC=CC=C1 (6-(4-biphenylylmethoxy)nicotinic acid), CCN=C=NCCCN(C)C (WSC), C=1C=CC2=C(C1)N=NN2O (HOBt). The solvent is C(C)#N (acetonitrile), C(C)N(CC)CC (triethylamine), C1CCOC1 (THF), potassium carbonates. Reaction conditions: time 12 hour. Yields the product C1(=CC=C(C=C1)COC1=NC=C(C(=O)NCCN(C)C)C=C1)C1=CC=CC=C1 (6-(4-Biphenylylmethoxy)-N-[2-(N,N-dimethylamino)ethyl]nicotinamide). Yield: 72.3%. As a reaction SMILES: [CH3:1][N:2]([CH3:6])[CH2:3][CH2:4][NH2:5].[C:7]1([C:24]2[CH:29]=[CH:28][CH:27]=[CH:26][CH:25]=2)[CH:12]=[CH:11][C:10]([CH2:13][O:14][C:15]2[CH:23]=[CH:22][C:18]([C:19](O)=[O:20])=[CH:17][N:16]=2)=[CH:9][CH:8]=1.CCN=C=NCCCN(C)C.C1C=CC2N(O)N=NC=2C=1>C(#N)C.C(N(CC)CC)C.C1COCC1>[C:7]1([C:24]2[CH:25]=[CH:26][CH:27]=[CH:28][CH:29]=2)[CH:12]=[CH:11][C:10]([CH2:13][O:14][C:15]2[CH:23]=[CH:22][C:18]([C:19]([NH:5][CH2:4][CH2:3][N:2]([CH3:6])[CH3:1])=[O:20])=[CH:17][N:16]=2)=[CH:9][CH:8]=1. Procedure: To a solution of N,N-dimethylethylenediamine (160 mg) in acetonitrile (5 ml)/THF (10 ml) were added 6-(4-biphenylylmethoxy)nicotinic acid (450 mg), WSC (340 mg), HOBt (230 mg), and triethylamine (0.7 ml) at room temperature. After stirring at room temperature for 12 hr, the reaction mixture was diluted with 10% aqueous potassium carbonates and extracted with ethyl acetate/THF. The organic layer was washed with water and saturated aqueous sodium chloride, dried, and concentrated. The residue was ...